Task: describe an organic reaction: reactants, conditions, products, and yield. Dataset: the Open Reaction Database (ORD), a public repository of structured organic reaction records RXN SMILES: [OH-].[Na+].[C:3]1(=[O:12])[CH2:11][CH2:10][CH2:9][CH2:8][CH2:7][CH2:6]C[NH:4]1.N[CH:14]([CH2:18][CH2:19][CH2:20][CH2:21][CH2:22][CH3:23])[C:15]([OH:17])=[O:16].NCCCCCCCC(O)=[O:33].Cl>O.O1CCOCC1>[C:3]([NH:4][CH2:23][CH2:22][CH2:21][CH2:20][CH2:19][CH2:18][CH2:14][C:15]([OH:17])=[O:16])(=[O:12])[C:11]1[C:10](=[CH:9][CH:8]=[CH:7][CH:6]=1)[OH:33] |f:0.1|. Procedure details: Sodium hydroxide (1.68 g, 42.0 mmol, 1.2 eq), 2-azacyclononanone (5.0 g, 35.5 mmol, 1.0 eq) and 20 mL of water were placed a 100 mL round bottom flask equipped with a magnetic stir bar and cold water condenser to prepare aminocaprylic acid. The reaction mixture was heated to reflux for 2.5 hours (at which time the reaction was determined to have finished, by TLC) and cooled to 25 degrees C. A solution of oligosalicylate (4.87 g, 40 mmol, 1.1 eq) and dioxane (50 mL) was added to the aqueous solut... Product: C(C=1C(O)=CC=CC1)(=O)NCCCCCCCC(=O)O (N-(salicyloyl)-8-aminocaprylic acid), solid. Run at temperature 25 celsius. Run in O1CCOCC1 (dioxane), O (water), O1CCOCC1 (dioxane), O (water). Starting materials: NCCCCCCCC(=O)O (8-aminocaprylic acid), NC(C(=O)O)CCCCCC (aminocaprylic acid), [OH-].[Na+] (Sodium hydroxide), C1(NCCCCCCC1)=O (2-azacyclononanone), Cl (hydrochloric acid). The yield is 59.0%. Reactants: FN(S(=O)(=O)C(F)(F)F)S(=O)(=O)C(F)(F)F (FN(SO2CF3)2), FC=1C=C(C=CC1)C (3-fluorotoluene), FC1=CC=C(C=C1)C (4-fluorotoluene), FC1=C(C=CC=C1)C (2-fluorotoluene). Run in C1(=CC=CC=C1)C (toluene). Reaction conditions: time 10 hour. The product is SO2CF, N(S(=O)(=O)C(F)(F)F)S(=O)(=O)C(F)(F)F (HN(SO2CF3)2). As a reaction SMILES: F[N:2]([S:10]([C:13]([F:16])([F:15])[F:14])(=[O:12])=[O:11])[S:3]([C:6]([F:9])([F:8])[F:7])(=[O:5])=[O:4].FC1C=CC=CC=1C.FC1C=C(C)C=CC=1.FC1C=CC(C)=CC=1>C1(C)C=CC=CC=1>[NH:2]([S:3]([C:6]([F:9])([F:7])[F:8])(=[O:5])=[O:4])[S:10]([C:13]([F:16])([F:15])[F:14])(=[O:12])=[O:11]. Reported procedure: By vacuum transfer, FN(SO2CF3)2 (1.7 mmol) was added to 2.0 ml of toluene at -196° C. The mixture was warmed to room temperature and agitated by hand. A slow color change ensues near 22° C. After 10 hours, 19F NMR shows the presence of 2-fluorotoluene (74%), 3-fluorotoluene (4%) and 4-fluorotoluene (21%). The ratio of unreacted FN(SO2CF )3)2 to the HN(SO2CF3)2 formed in the reaction indicates an 80% conversion to the monofluorotoluene isomers. No other fluorine containing products are observed b... Reactants: N1(CCCCC1)C(=O)O[C@@H](C(=O)N1CCC(CC1)(N1CCOCC1)N1C(NC2=C(CC1)C=CC=C2)=O)CC2=CC(=C(C(=C2)C)O)C (4-(1,2,4,5-tetrahydro-2-oxo-3H-1,3-benzodiazepin-3-yl)-(1R)-1-[(4-hydroxy-3,5-dimethylphenyl)methyl]-2-[4-(4-morpholinyl)-1-piperidinyl]-2-oxoethyl 1-piperidinecarboxylate), P(O)(O)(O)=O (phosphoric acid). Run in C(C)O (ethanol), C(C)O (ethanol). Run at temperature 72 celsius, time 2 hour. Product: P(=O)(O)(O)O.N1(CCCCC1)C(=O)O[C@@H](C(=O)N1CCC(CC1)(N1CCOCC1)N1C(NC2=C(CC1)C=CC=C2)=O)CC2=CC(=C(C(=C2)C)O)C (4-(1,2,4,5-tetrahydro-2-oxo-3H-1,3-benzodiazepin-3-yl)-(1R)-1-[(4-hydroxy-3,5-dimethylphenyl)methyl]-2-[4-(4-morpholinyl)-1-piperidinyl]-2-oxoethyl 1-piperidinecarboxylate phosphate). As a reaction SMILES: [N:1]1([C:7]([O:9][C@H:10]([CH2:37][C:38]2[CH:43]=[C:42]([CH3:44])[C:41]([OH:45])=[C:40]([CH3:46])[CH:39]=2)[C:11]([N:13]2[CH2:18][CH2:17][C:16]([N:25]3[CH2:31][CH2:30][C:29]4[CH:32]=[CH:33][CH:34]=[CH:35][C:28]=4[NH:27][C:26]3=[O:36])([N:19]3[CH2:24][CH2:23][O:22][CH2:21][CH2:20]3)[CH2:15][CH2:14]2)=[O:12])=[O:8])[CH2:6][CH2:5][CH2:4][CH2:3][CH2:2]1.[P:47](=[O:51])([OH:50])([OH:49])[OH:48]>C(O)C>[P:47]([OH:51])([OH:50])([OH:49])=[O:48].[N:1]1([C:7]([O:9][C@H:10]([CH2:37][C:38]2[CH:43]=[C:42]([CH3:44])[C:41]([OH:45])=[C:40]([CH3:46])[CH:39]=2)[C:11]([N:13]2[CH2:14][CH2:15][C:16]([N:25]3[CH2:31][CH2:30][C:29]4[CH:32]=[CH:33][CH:34]=[CH:35][C:28]=4[NH:27][C:26]3=[O:36])([N:19]3[CH2:24][CH2:23][O:22][CH2:21][CH2:20]3)[CH2:17][CH2:18]2)=[O:12])=[O:8])[CH2:2][CH2:3][CH2:4][CH2:5][CH2:6]1 |f:3.4|. Procedure: 1.0 g (1.58 mmol) 4-(1,2,4,5-tetrahydro-2-oxo-3H-1,3-benzodiazepin-3-yl)-(1R)-1-[(4-hydroxy-3,5-dimethylphenyl)methyl]-2-[4-(4-morpholinyl)-1-piperidinyl]-2-oxoethyl 1-piperidinecarboxylate are dissolved in 8.9 ml boiling ethanol and combined with a solution of 106 μl phosphoric acid (85% in water) in 1.06 ml of ethanol. The mixture is stirred for 2 hours at 72° C., whereupon a white suspension is formed. After cooling the suspension is stirred for 12 hours at ambient temperature. The crystals f... Reactants: [Al+3], CCOC(C)=O, [H-], [H-], [H-], [H-], [Li+], [Na+], C1CCOC1, [OH-], CC1COc2cc(O)ccc2C1(CCCCCCCCCC(=O)CCCC(F)(F)C(F)(F)F)c1ccc(O)cc1. Yields the product CC1COc2cc(O)ccc2C1(CCCCCCCCCC(O)CCCC(F)(F)C(F)(F)F)c1ccc(O)cc1. Reaction SMILES: [Al+3:42].[CH3:49][CH2:50][O:51][C:52](=[O:53])[CH3:54].[H-:41].[H-:44].[H-:45].[H-:46].[Li+:43].[Na+:48].[O:55]1[CH2:56][CH2:57][CH2:58][CH2:59]1.[OH-:47].[OH:1][c:2]1[cH:3][cH:4][c:5]2[c:10]([cH:11]1)[O:9][CH2:8][CH:7]([CH3:12])[C:6]2([c:13]1[cH:14][cH:15][c:16]([OH:19])[cH:17][cH:18]1)[CH2:20][CH2:21][CH2:22][CH2:23][CH2:24][CH2:25][CH2:26][CH2:27][CH2:28][C:29]([CH2:30][CH2:31][CH2:32][C:33]([C:34]([F:35])([F:36])[F:37])([F:38])[F:39])=[O:40]>>[OH:1][c:2]1[cH:3][cH:4][c:5]2[c:10]([cH:11]1)[O:9][CH2:8][CH:7]([CH3:12])[C:6]2([c:13]1[cH:14][cH:15][c:16]([OH:19])[cH:17][cH:18]1)[CH2:20][CH2:21][CH2:22][CH2:23][CH2:24][CH2:25][CH2:26][CH2:27][CH2:28][CH:29]([CH2:30][CH2:31][CH2:32][C:33]([C:34]([F:35])([F:36])[F:37])([F:38])[F:39])[OH:40].